Dataset: the Open Reaction Database (ORD), a public repository of structured organic reaction records. Task: describe an organic reaction: reactants, conditions, products, and yield Product: COC(=O)c3ccc2cc(CC(=O)c1ccc(OC)cc1)ccc2c3. Conditions: temperature 150 celsius, time 24 hour. Reagents/catalysts: dcypt. Reactants: COC(=O)c2ccc1cc(OC(=O)C(C)(C)C)ccc1c2 (substrate), COc1ccc(C(C)=O)cc1 (effective_coupling_partner). Reactants: NC1=NC(=CC=C1C(=O)C1=C(C=CC=C1)F)NC1CCNCC1 ([2-Amino-6-(piperidin-4-ylamino)-pyridin-3-yl]-(2-fluoro-phenyl)-methanone), C(C)N=C=O (ethyl isocyanate). Product: C(C)NC(=O)N1CCC(CC1)NC1=NC(=C(C=C1)C(C1=C(C=CC=C1)F)=O)N (4-[6-Amino-5-(2-fluoro-benzoyl)-pyridin-2-ylamino]-piperidine-1-carboxylic acid ethylamide). Reaction SMILES: [NH2:1][C:2]1[C:7]([C:8]([C:10]2[CH:15]=[CH:14][CH:13]=[CH:12][C:11]=2[F:16])=[O:9])=[CH:6][CH:5]=[C:4]([NH:17][CH:18]2[CH2:23][CH2:22][NH:21][CH2:20][CH2:19]2)[N:3]=1.[CH2:24]([N:26]=[C:27]=[O:28])[CH3:25]>>[CH2:24]([NH:26][C:27]([N:21]1[CH2:20][CH2:19][CH:18]([NH:17][C:4]2[CH:5]=[CH:6][C:7]([C:8](=[O:9])[C:10]3[CH:15]=[CH:14][CH:13]=[CH:12][C:11]=3[F:16])=[C:2]([NH2:1])[N:3]=2)[CH2:23][CH2:22]1)=[O:28])[CH3:25]. Procedure details: The title compound was prepared from [2-Amino-6-(piperidin-4-ylamino)-pyridin-3-yl]-(2-fluoro-phenyl)-methanone (Example 9) and ethyl isocyanate (Aldrich 98%) using the procedure described in Example 12. HRMS, observed: 385.1917, calcd for M+: 385.1914. The reactants are NC1C2CC3CC1CN(C3)C2, O=C(O)c1ccc(F)cc1. Product: O=C(NC1C2CC3CC1CN(C3)C2)c1ccc(F)cc1. Reaction SMILES: [N:1]12[CH2:2][CH:3]3[CH:4]([NH2:11])[CH:5]([CH2:6][CH:7]([CH2:8]1)[CH2:9]3)[CH2:10]2.[OH:12][C:13](=[O:14])[c:15]1[cH:16][cH:17][c:18]([F:19])[cH:20][cH:21]1>>[N:1]12[CH2:2][CH:3]3[CH:4]([NH:11][C:13](=[O:12])[c:15]4[cH:16][cH:17][c:18]([F:19])[cH:20][cH:21]4)[CH:5]([CH2:6][CH:7]([CH2:8]1)[CH2:9]3)[CH2:10]2. Starting materials: C(OC(C)OC(CCCCCCC(=O)OCC1=CC=CC=C1)=O)(OCCCCCCCCCC)=O (1-(7-benzyloxycarbonylheptanoyloxy)ethyl decyl carbonate). The reagents and catalysts are [Pd] (palladium on charcoal). Solvent: C(C)(=O)O (acetic acid). Conditions: time 5 hour. The product is C(OC(C)OC(CCCCCCC(=O)O)=O)(OCCCCCCCCCC)=O (1-(7-Carboxyheptanoyloxy)ethyl decyl carbonate). As a reaction SMILES: [C:1](=[O:35])([O:24][CH2:25][CH2:26][CH2:27][CH2:28][CH2:29][CH2:30][CH2:31][CH2:32][CH2:33][CH3:34])[O:2][CH:3]([O:5][C:6](=[O:23])[CH2:7][CH2:8][CH2:9][CH2:10][CH2:11][CH2:12][C:13]([O:15]CC1C=CC=CC=1)=[O:14])[CH3:4]>C(O)(=O)C.[Pd]>[C:1](=[O:35])([O:24][CH2:25][CH2:26][CH2:27][CH2:28][CH2:29][CH2:30][CH2:31][CH2:32][CH2:33][CH3:34])[O:2][CH:3]([O:5][C:6](=[O:23])[CH2:7][CH2:8][CH2:9][CH2:10][CH2:11][CH2:12][C:13]([OH:15])=[O:14])[CH3:4]. Reported procedure: To a solution of 1-(7-benzyloxycarbonylheptanoyloxy)ethyl decyl carbonate (Example 1ac(iv), 4.0 g, 7.9 mmol) in acetic acid (15 ml) was added a catalytic amount of palladium on charcoal (150 mg). The mixture was hydrogenated with H2 at ambient temperature for 5 hours. Acetic acid was removed under reduced pressure. The residue was purified by column chromatography using n-heptane/ethyl acetate (4:1) as eluent.